This data is from the Open Reaction Database (ORD), a public repository of structured organic reaction records. The task is: describe an organic reaction: reactants, conditions, products, and yield Starting materials: C1CCOC1, COC(=O)c1cc(-c2ccc(C)cc2)cc(-n2cnnn2)c1, [Li+], [OH-], O, O. The product is Cc1ccc(-c2cc(C(=O)O)cc(-n3cnnn3)c2)cc1. Reaction SMILES: [CH2:27]1[O:28][CH2:29][CH2:30][CH2:31]1.[CH3:4][O:5][C:6](=[O:7])[c:8]1[cH:9][c:10](-[c:19]2[cH:20][cH:21][c:22]([CH3:25])[cH:23][cH:24]2)[cH:11][c:12](-[n:14]2[n:15][n:16][n:17][cH:18]2)[cH:13]1.[Li+:2].[OH-:1].[OH2:26].[OH2:3]>>[O:5]=[C:6]([OH:7])[c:8]1[cH:9][c:10](-[c:19]2[cH:20][cH:21][c:22]([CH3:25])[cH:23][cH:24]2)[cH:11][c:12](-[n:14]2[n:15][n:16][n:17][cH:18]2)[cH:13]1. Starting materials: COC=1C=C(C=CC1)C1C(CCC1)=O (2-(3-methoxy-phenyl)-cyclopentanone), C(=O)(OCC)C=P(C1=CC=CC=C1)(C1=CC=CC=C1)C1=CC=CC=C1 ((carboethoxymethylene)-triphenylphosphorane). The solvent is xylenes. The product is C(C)OC(CC1=C(CCC1)C1=CC(=CC=C1)OC)=O ([2-(3-Methoxy-phenyl)-cyclopent-1-enyl]-acetic acid ethyl ester). Yield: 81.4%. RXN SMILES: [CH3:1][O:2][C:3]1[CH:4]=[C:5]([CH:9]2[CH2:13][CH2:12][CH2:11][C:10]2=O)[CH:6]=[CH:7][CH:8]=1.[C:15]([CH:20]=P(C1C=CC=CC=1)(C1C=CC=CC=1)C1C=CC=CC=1)([O:17][CH2:18][CH3:19])=[O:16]>>[CH2:18]([O:17][C:15](=[O:16])[CH2:20][C:10]1[CH2:11][CH2:12][CH2:13][C:9]=1[C:5]1[CH:6]=[CH:7][CH:8]=[C:3]([O:2][CH3:1])[CH:4]=1)[CH3:19]. Procedure: Reflux a solution of 2-(3-methoxy-phenyl)-cyclopentanone (4.34 g 22.8 mmoles), and (carboethoxymethylene)-triphenylphosphorane (14.31 g, 41.1 mmoles) in 130 ml of xylenes for 15 hours. Concentrate in vacuo at 40° C. and slurry with ether. Remove triphenyl phosphine oxide by vacuum filtration, and chromatographed on silica with 14% ethyl acetate/hexanes. to yield the 4.83 g of the titled compound. 1H NMR (CDCl3): 7.26 (m, 1H), 6.9 (m, 2H), 6.8 (m, 1H), 4.17 (q, J=7.2, 2H), 3.81 (s, 3H), 3.22 (s, ... The reactants are CCOC(=O)CP(=O)(OCC)OCC, Cc1oc(-c2ccccc2)nc1COc1ccc(Cn2cc(C=O)c(-c3ccccc3)c2)cc1, Cl, [H-], [Na+], C1CCOC1. The product is CCOC(=O)C=Cc1cn(Cc2ccc(OCc3nc(-c4ccccc4)oc3C)cc2)cc1-c1ccccc1. RXN SMILES: [CH2:37]([O:38][P:39]([O:40][CH2:41][CH3:42])(=[O:43])[CH2:45][C:46](=[O:47])[O:48][CH2:49][CH3:50])[CH3:44].[CH3:3][c:4]1[c:5]([CH2:15][O:16][c:17]2[cH:18][cH:19][c:20]([CH2:21][n:22]3[cH:23][c:24]([CH:33]=[O:34])[c:25](-[c:27]4[cH:28][cH:29][cH:30][cH:31][cH:32]4)[cH:26]3)[cH:35][cH:36]2)[n:6][c:7](-[c:9]2[cH:10][cH:11][cH:12][cH:13][cH:14]2)[o:8]1.[ClH:51].[H-:1].[Na+:2].[O:52]1[CH2:53][CH2:54][CH2:55][CH2:56]1>>[CH3:3][c:4]1[c:5]([CH2:15][O:16][c:17]2[cH:18][cH:19][c:20]([CH2:21][n:22]3[cH:23][c:24]([CH:33]=[CH:45][C:46](=[O:47])[O:48][CH2:49][CH3:50])[c:25](-[c:27]4[cH:28][cH:29][cH:30][cH:31][cH:32]4)[cH:26]3)[cH:35][cH:36]2)[n:6][c:7](-[c:9]2[cH:10][cH:11][cH:12][cH:13][cH:14]2)[o:8]1.